From a dataset of the Open Reaction Database (ORD), a public repository of structured organic reaction records. describe an organic reaction: reactants, conditions, products, and yield Reactants: [S-]CC.[Na+] (Sodium thioethoxide), C(C)(C)(C)C1=CC(=CC2=C1OCC2(C)C)C(CCl)=O (1 -(7-tert-butyl-3,3-dimethyl-2,3-dihydrobenzo[b]furan-5-yl)-2-chloroethan-1-one). Solvent: CO (methanol). Reaction conditions: time 2.5 hour. The product is C(C)(C)(C)C1=CC(=CC2=C1OCC2(C)C)C(CSCC)=O (1-(7-tert-Butyl-3,3-dimethyl-2,3-dihydrobenzo[b]furan-5-yl)-2-ethylthioethan-1-one). Yield: 58.7%. RXN SMILES: [S-:1][CH2:2][CH3:3].[Na+].[C:5]([C:9]1[C:14]2[O:15][CH2:16][C:17]([CH3:19])([CH3:18])[C:13]=2[CH:12]=[C:11]([C:20](=[O:23])[CH2:21]Cl)[CH:10]=1)([CH3:8])([CH3:7])[CH3:6]>CO>[C:5]([C:9]1[C:14]2[O:15][CH2:16][C:17]([CH3:19])([CH3:18])[C:13]=2[CH:12]=[C:11]([C:20](=[O:23])[CH2:21][S:1][CH2:2][CH3:3])[CH:10]=1)([CH3:8])([CH3:7])[CH3:6] |f:0.1|. Procedure: Sodium thioethoxide (0.54 g, 6.4 mmol) is added in portions to a solution of 1 -(7-tert-butyl-3,3-dimethyl-2,3-dihydrobenzo[b]furan-5-yl)-2-chloroethan-1-one (1.12 g, 4.0 mmol) in 30 mL of methanol at room temperature. The reaction is stirred for 2.5 h, and concentrated in vacuo. The residue is dissolved in ether, washed with water and with brine, dried over anhydrous magnesium sulfate, and concentrated to give 1.12 g of the crude product. Purification by flash column chromatography on silica ge... Starting materials: ClC1=C(C=CC(=C1)CCNC1=NC=CC(=N1)C1=CC(=CC=C1)CNC(C)C)O (2-Chloro-4-(2-{4-[3-(isopropylamino-methyl)-phenyl]-pyrimidin-2-ylamino}-ethyl)-phenol), 522, ClC1=C(C=CC(=C1)CCNC1=NC=CC(=N1)C1=CC(=CC=C1)CNC(C)C)O (2-Chloro-4-(2-{4-[3-(isopropylamino-methyl)-phenyl]-pyrimidin-2-ylamino}-ethyl)-phenol), CN1CCC(CC1)C(=O)O (1-methyl-piperidine-4-carboxylic acid). The product is ClC=1C=C(C=CC1O)CCNC1=NC=CC(=N1)C=1C=C(CN(C(=O)C2CCN(CC2)C)C(C)C)C=CC1 (1-Methyl-piperidine-4-carboxylic acid (3-{2-[2-(3-chloro-4-hydroxy-phenyl)-ethylamino]-pyrimidin-4-yl}-benzyl)-isopropyl-amide). As a reaction SMILES: [Cl:1][C:2]1[CH:7]=[C:6]([CH2:8][CH2:9][NH:10][C:11]2[N:16]=[C:15]([C:17]3[CH:22]=[CH:21][CH:20]=[C:19]([CH2:23][NH:24][CH:25]([CH3:27])[CH3:26])[CH:18]=3)[CH:14]=[CH:13][N:12]=2)[CH:5]=[CH:4][C:3]=1[OH:28].[CH3:29][N:30]1[CH2:35][CH2:34][CH:33]([C:36](O)=[O:37])[CH2:32][CH2:31]1>>[Cl:1][C:2]1[CH:7]=[C:6]([CH2:8][CH2:9][NH:10][C:11]2[N:16]=[C:15]([C:17]3[CH:18]=[C:19]([CH:20]=[CH:21][CH:22]=3)[CH2:23][N:24]([CH:25]([CH3:26])[CH3:27])[C:36]([CH:33]3[CH2:34][CH2:35][N:30]([CH3:29])[CH2:31][CH2:32]3)=[O:37])[CH:14]=[CH:13][N:12]=2)[CH:5]=[CH:4][C:3]=1[OH:28]. Reported procedure: 2-Chloro-4-(2-{4-[3-(isopropylamino-methyl)-phenyl]-pyrimidin-2-ylamino}-ethyl)-phenol (compound 132) was coupled with 1-methyl-piperidine-4-carboxylic acid following procedure D2. LC-MS showed the product had the expected M+H+ of 522. 1H NMR (Varian 300 MHz, CDCl3, shifts relative to the solvent peak at 7.24 ppm) δ 8.6 (s, 1H) 8.3 (m, 1H) 7.8 (m, 2H) 7.4 (m, 1H) 7.2 (s, 1H) 6.9 (m, 3H) 5.0 (s, br, 1H) 4.8 (m, 1H) 4.5 (d, 2H) 4.2 (m, 1H) 3.7 (m, 2H) 3.4 (s, 1H) 3.2 (m, 2H) 2.8 (m, 2H 2.5 (m, 5H)...